From a dataset of the Open Reaction Database (ORD), a public repository of structured organic reaction records. describe an organic reaction: reactants, conditions, products, and yield Reactants: FC1=CN=CC=2C=CC=C(C12)S(=O)(=O)Cl (4-fluoro-5-isoquinolinesulfonyl chloride), C(C)(C)(C)OC(=O)NC1CNCCC1 (3-(tert-butoxycarbonylamino)piperidine). Yields the product C(C)(C)(C)OC(=O)NC1CN(CCC1)S(=O)(=O)C=1C=2C(=CN=CC2C=CC1)F ((R/S)-3-(tert-Butoxycarbonylamino)-1-(4-fluoro-5-isoquinolinesulfonyl)-piperidine), NC1CN(CCC1)S(=O)(=O)C=1C=2C(=CN=CC2C=CC1)F ((R/S)-3-Amino-1-(4-fluoro-5-isoquinolinesulfonyl)piperidine), Cl (hydrochloride). The yield is 1222.2%. Reaction SMILES: [F:1][C:2]1[C:11]2[C:10]([S:12]([Cl:15])(=[O:14])=[O:13])=[CH:9][CH:8]=[CH:7][C:6]=2[CH:5]=[N:4][CH:3]=1.[C:16]([O:20][C:21]([NH:23][CH:24]1[CH2:29][CH2:28][CH2:27][NH:26][CH2:25]1)=[O:22])([CH3:19])([CH3:18])[CH3:17]>>[C:16]([O:20][C:21]([NH:23][CH:24]1[CH2:29][CH2:28][CH2:27][N:26]([S:12]([C:10]2[C:11]3[C:2]([F:1])=[CH:3][N:4]=[CH:5][C:6]=3[CH:7]=[CH:8][CH:9]=2)(=[O:14])=[O:13])[CH2:25]1)=[O:22])([CH3:19])([CH3:17])[CH3:18].[NH2:23][CH:24]1[CH2:29][CH2:28][CH2:27][N:26]([S:12]([C:10]2[C:11]3[C:2]([F:1])=[CH:3][N:4]=[CH:5][C:6]=3[CH:7]=[CH:8][CH:9]=2)(=[O:14])=[O:13])[CH2:25]1.[ClH:15]. Reported procedure: (R/S)-3-(tert-Butoxycarbonylamino)-1-(4-fluoro-5-isoquinolinesulfonyl)-piperidine (Intermediate 17) is prepared from 4-fluoro-5-isoquinolinesulfonyl chloride (172 mg) and 3-(tert-butoxycarbonylamino)piperidine (168 mg) according to the method of Example 1, Step A, and then used in the method of Example 1, Step B in a similar manner to obtain the title compound as hydrochloride (156 mg (predictive yield)).